This data is from the Open Reaction Database (ORD), a public repository of structured organic reaction records. The task is: describe an organic reaction: reactants, conditions, products, and yield Starting materials: COCCO, CCN(C(C)C)C(C)C, CS(=O)c1ncc2ccc(-c3cccc(Cl)c3)n2n1, Nc1ccc(N2CCCC2)cc1. Product: Clc1cccc(-c2ccc3cnc(Nc4ccc(N5CCCC5)cc4)nn23)c1. Reaction SMILES: [CH3:41][O:42][CH2:43][CH2:44][OH:45].[CH:20]([N:21]([CH2:22][CH3:23])[CH:24]([CH3:25])[CH3:26])([CH3:27])[CH3:28].[Cl:1][c:2]1[cH:3][c:4](-[c:8]2[cH:9][cH:10][c:11]3[cH:12][n:13][c:14]([S:17]([CH3:18])=[O:19])[n:15][n:16]23)[cH:5][cH:6][cH:7]1.[N:29]1([c:34]2[cH:35][cH:36][c:37]([NH2:40])[cH:38][cH:39]2)[CH2:30][CH2:31][CH2:32][CH2:33]1>>[Cl:1][c:2]1[cH:3][c:4](-[c:8]2[cH:9][cH:10][c:11]3[cH:12][n:13][c:14]([NH:40][c:37]4[cH:36][cH:35][c:34]([N:29]5[CH2:30][CH2:31][CH2:32][CH2:33]5)[cH:39][cH:38]4)[n:15][n:16]23)[cH:5][cH:6][cH:7]1. The reactants are O=C1Cc2cc(Cl)ccc2N1, Cc1c(C=O)[nH]c2c1C(=O)N(CC(O)CN1CCOCC1)CC2. The product is Cc1c(C=C2C(=O)Nc3ccc(Cl)cc32)[nH]c2c1C(=O)N(CC(O)CN1CCOCC1)CC2. RXN SMILES: [Cl:24][c:25]1[cH:26][c:27]2[c:31]([cH:32][cH:33]1)[NH:30][C:29](=[O:34])[CH2:28]2.[OH:1][CH:2]([CH2:3][N:4]1[C:5](=[O:16])[c:6]2[c:7]([nH:10][c:11]([CH:14]=[O:15])[c:12]2[CH3:13])[CH2:8][CH2:9]1)[CH2:17][N:18]1[CH2:19][CH2:20][O:21][CH2:22][CH2:23]1>>[OH:1][CH:2]([CH2:3][N:4]1[C:5](=[O:16])[c:6]2[c:7]([nH:10][c:11]([CH:14]=[C:28]3[c:27]4[cH:26][c:25]([Cl:24])[cH:33][cH:32][c:31]4[NH:30][C:29]3=[O:34])[c:12]2[CH3:13])[CH2:8][CH2:9]1)[CH2:17][N:18]1[CH2:19][CH2:20][O:21][CH2:22][CH2:23]1. Reactants: CCOC(=O)C1CCCc2sc(NC(=N)N)nc21, CO, Cl, [Na+], [OH-], O. Reaction SMILES: [CH2:1]([CH3:2])[O:3][C:4](=[O:5])[CH:6]1[CH2:7][CH2:8][CH2:9][c:10]2[c:11]1[n:12][c:13]([NH:15][C:16](=[NH:17])[NH2:18])[s:14]2.[CH3:23][OH:24].[ClH:21].[Na+:20].[OH-:19].[OH2:22]>>[O:3]=[C:4]([OH:5])[CH:6]1[CH2:7][CH2:8][CH2:9][c:10]2[c:11]1[n:12][c:13]([NH:15][C:16](=[NH:17])[NH2:18])[s:14]2. Yields the product N=C(N)Nc1nc2c(s1)CCCC2C(=O)O.